From a dataset of the Open Reaction Database (ORD), a public repository of structured organic reaction records. describe an organic reaction: reactants, conditions, products, and yield Starting materials: FC1CN(C1)C1=NC=C(C(=N1)CN1C(O[C@@H]([C@@H]1C)C1=CC(=CC=C1)OC(F)(F)F)=O)C=1C=C(C=NC1OC)C1=C(C=C(C(=O)OC)C=C1)C (Methyl 4-{5-[2-(3-fluoroazetidin-1-yl)-4-({(4S,5R)-4-methyl-2-oxo-5-[3-(trifluoromethoxy)phenyl]-1,3-oxazolidin-3-yl}methyl)pyrimidin-5-yl]-6-methoxypyridin-3-yl}-3-methylbenzoate), [OH-].[Li+] (lithium hydroxide). Run in O1CCOCC1 (1,4-dioxane). Reaction conditions: time 2.5 hour. Product: FC1CN(C1)C1=NC=C(C(=N1)CN1C(O[C@@H]([C@@H]1C)C1=CC(=CC=C1)OC(F)(F)F)=O)C=1C=C(C=NC1OC)C1=C(C=C(C(=O)O)C=C1)C (4-{5-[2-(3-Fluoroazetidin-1-yl)-4-({(4S,5R)-4-methyl-2-oxo-5-[3-(trifluoromethoxy)phenyl]-1,3-oxazolidin-3-yl}methyl)pyrimidin-5-yl]-6-methoxypyridin-3-yl}-3-methylbenzoic acid). As a reaction SMILES: [F:1][CH:2]1[CH2:5][N:4]([C:6]2[N:11]=[C:10]([CH2:12][N:13]3[C@@H:17]([CH3:18])[C@@H:16]([C:19]4[CH:24]=[CH:23][CH:22]=[C:21]([O:25][C:26]([F:29])([F:28])[F:27])[CH:20]=4)[O:15][C:14]3=[O:30])[C:9]([C:31]3[CH:32]=[C:33]([C:39]4[CH:48]=[CH:47][C:42]([C:43]([O:45]C)=[O:44])=[CH:41][C:40]=4[CH3:49])[CH:34]=[N:35][C:36]=3[O:37][CH3:38])=[CH:8][N:7]=2)[CH2:3]1.[OH-].[Li+]>O1CCOCC1>[F:1][CH:2]1[CH2:5][N:4]([C:6]2[N:11]=[C:10]([CH2:12][N:13]3[C@@H:17]([CH3:18])[C@@H:16]([C:19]4[CH:24]=[CH:23][CH:22]=[C:21]([O:25][C:26]([F:29])([F:28])[F:27])[CH:20]=4)[O:15][C:14]3=[O:30])[C:9]([C:31]3[CH:32]=[C:33]([C:39]4[CH:48]=[CH:47][C:42]([C:43]([OH:45])=[O:44])=[CH:41][C:40]=4[CH3:49])[CH:34]=[N:35][C:36]=3[O:37][CH3:38])=[CH:8][N:7]=2)[CH2:3]1 |f:1.2|. Procedure details: Methyl 4-{5-[2-(3-fluoroazetidin-1-yl)-4-({(4S,5R)-4-methyl-2-oxo-5-[3-(trifluoromethoxy)phenyl]-1,3-oxazolidin-3-yl}methyl)pyrimidin-5-yl]-6-methoxypyridin-3-yl}-3-methylbenzoate (31.4 mg, 0.046 mmol) was dissolved in 1,4-dioxane (2 mL). Added 0.5N lithium hydroxide (0.50 mL, 0.25 mmol) and stirred at room temperature for 2.5 hours at which time LCMS shows complete hydrolysis. The reaction was quenched by adding 0.25 mL of 1N HCl, followed by water. The reaction was extracted with ethyl acetate... The reactants are BrC(C(=O)OCC)CCCCCC(=O)OCC (diethyl α-bromosuberate), C(C)O (ethanol), [O-]CC.[Na+] (sodium ethoxide), C1(=CC=CC=C1)S (thiophenol), C(C)O (ethanol), C(C)O (ethanol), C(C)(=O)O (acetic acid). Product: C1(=CC=CC=C1)C(C(=S)OCC)CCCCCC(=O)OCC (Diethyl α-Phenylthiosuberate). As a reaction SMILES: [O-][CH2:2][CH3:3].[Na+].C1([SH:11])C=CC=CC=1.Br[CH:13]([CH2:19][CH2:20][CH2:21][CH2:22][CH2:23][C:24]([O:26][CH2:27][CH3:28])=O)[C:14]([O:16][CH2:17][CH3:18])=[O:15].[C:29](O)(=O)[CH3:30].[CH2:33](O)[CH3:34]>>[C:3]1([CH:23]([CH2:22][CH2:21][CH2:20][CH2:19][CH2:13][C:14]([O:16][CH2:17][CH3:18])=[O:15])[C:24]([O:26][CH2:27][CH3:28])=[S:11])[CH:2]=[CH:30][CH:29]=[CH:34][CH:33]=1 |f:0.1|. Procedure details: To a stirred, ice-cold solution of sodium ethoxide in ethanol (prepared from 5.98 g of sodium spheres and 175 ml of ethanol) is added a solution of 29.8 g of thiophenol in 30 ml of ethanol during 15 min. After 10 min. this solution is treated at 0°-15° with a solution of 79.5 g of diethyl α-bromosuberate in 70 ml of ethanol during 15 min. The stirred mixture is warmed to room temperature during 60 min. and finally is heated at reflux for 60 min. The cooled solution is treated with 3 ml of gl ace... Reactants: O1CC=CC=2C(=CC=CC12)C(=O)O (2H-chromene-5-carboxylic acid). The reagents and catalysts are [Pd] (Pd/C). Solvent: CO (MeOH). Run at time 16 hour. The product is O1CCCC=2C(=CC=CC12)C(=O)O (chroman-5-carboxylic Acid). Reaction SMILES: [O:1]1[C:10]2[CH:9]=[CH:8][CH:7]=[C:6]([C:11]([OH:13])=[O:12])[C:5]=2[CH:4]=[CH:3][CH2:2]1>CO.[Pd]>[O:1]1[C:10]2[CH:9]=[CH:8][CH:7]=[C:6]([C:11]([OH:13])=[O:12])[C:5]=2[CH2:4][CH2:3][CH2:2]1. Reported procedure: A solution of 2H-chromene-5-carboxylic acid (1.42 mmol) in MeOH (5.0 mL) is treated with Pd/C (10%, 50 mg) and stirred at RT under a hydrogen atmosphere (1 bar) for 16 h. After filtration through celite and removal of the solvents the desired product is obtained which is used without further purification. 1H-NMR (DMSO-d6): δ=1.90 (m, 2H); 2.98 (m, 2H); 4.13 (m, 2H); 6.89-6.94 (m, 1H); 7.11-7.17 (m, 1H); 7.31-7.36 (m, 1H); 12.8 (bs, 1H). Reaction SMILES: [C:1]([CH2:4]/[CH:5]=[CH:6]/[C:7]1[CH:16]=[C:15]2[C:10]([CH:11]=[CH:12][CH:13]=[C:14]2[CH2:17][C:18]2[CH:27]=[CH:26][C:21]([C:22]([O:24][CH3:25])=[O:23])=[CH:20][C:19]=2[O:28][CH3:29])=[CH:9][CH:8]=1)([OH:3])=[O:2].O=C1OC(C2C=C3C(C=CC=C3CC3C=CC(C(OC)=O)=CC=3OC)=CC=2)CC1>[Pd].C(OCC)(=O)C>[C:1]([CH2:4][CH2:5][CH2:6][C:7]1[CH:16]=[C:15]2[C:10]([CH:11]=[CH:12][CH:13]=[C:14]2[CH2:17][C:18]2[CH:27]=[CH:26][C:21]([C:22]([O:24][CH3:25])=[O:23])=[CH:20][C:19]=2[O:28][CH3:29])=[CH:9][CH:8]=1)([OH:3])=[O:2]. The solvent is C(C)(=O)OCC (ethyl acetate). The yield is 96.0%. Reactants: C(=O)(O)C/C=C/C1=CC=C2C=CC=C(C2=C1)CC1=C(C=C(C(=O)OC)C=C1)OC (methyl E-4-[7-(3-carboxyprop-1-enyl)naphth-1-ylmethyl]-3-methoxybenzoate), O=C1CCC(O1)C1=CC=C2C=CC=C(C2=C1)CC1=C(C=C(C(=O)OC)C=C1)OC (methyl 4-[7-(2,3,4,5-tetrahydro-5-oxofuran-2-yl)naphth-1-ylmethyl]-3-methoxybenzoate). Conditions: time 18 hour. The product is C(=O)(O)CCCC1=CC=C2C=CC=C(C2=C1)CC1=C(C=C(C(=O)OC)C=C1)OC (methyl 4-[7-(3-carboxypropyl)naphth-1-ylmethyl]-3-methoxybenzoate). Procedure details: A mixture of methyl E-4-[7-(3-carboxyprop-1-enyl)naphth-1-ylmethyl]-3-methoxybenzoate and methyl 4-[7-(2,3,4,5-tetrahydro-5-oxofuran-2-yl)naphth-1-ylmethyl]-3-methoxybenzoate (2.52 g), ethyl acetate (70 ml) and 10% (w/w) palladium on carbon (0.25 g) was hydrogenated under atmospheric pressure for 18 h. The reaction mixture was filtered through diatomaceous earth with ethyl acetate wash. The filtrate was evaporated to give methyl 4-[7-(3-carboxypropyl)naphth-1-ylmethyl]-3-methoxybenzoate (2.42 g,... The reagents and catalysts are [Pd] (palladium on carbon). Starting materials: ClC1=C(C=2N(C=C1)C(N(N2)CC=2C(=NC(=CC2)C(F)(F)F)C)=O)C2=CC=NC=C2 (7-chloro-2-((2-methyl-6-(trifluoromethyl)pyridin-3-yl)methyl)-8-(pyridin-4-yl)-[1,2,4]triazolo[4,3-a]pyridin-3(2H)-one), FC(C1=CC=C(C=C1)B(O)O)(F)F (4-trifluoromethylphenylboronic acid), C([O-])([O-])=O.[Na+].[Na+] (sodium carbonate). The reagents and catalysts are C=1C=CC(=CC1)[P](C=2C=CC=CC2)(C=3C=CC=CC3)[Pd]([P](C=4C=CC=CC4)(C=5C=CC=CC5)C=6C=CC=CC6)([P](C=7C=CC=CC7)(C=8C=CC=CC8)C=9C=CC=CC9)[P](C=1C=CC=CC1)(C=1C=CC=CC1)C=1C=CC=CC1 ((Ph3P)4Pd). The solvent is C1(=CC=CC=C1)C (toluene). Reaction conditions: temperature 100 celsius, time 1.5 hour. Yields the product CC1=NC(=CC=C1CN1N=C2N(C=CC(=C2C2=CC=NC=C2)C2=CC=C(C=C2)C(F)(F)F)C1=O)C(F)(F)F (2-((2-methyl-6-(trifluoromethyl)pyridin-3-yl)methyl)-8-(pyridin-4-yl)-7-(4-(trifluoromethyl)phenyl)-[1,2,4]triazolo[4,3-a]pyridin-3(2H)-one). RXN SMILES: Cl[C:2]1[CH:7]=[CH:6][N:5]2[C:8](=[O:23])[N:9]([CH2:11][C:12]3[C:13]([CH3:22])=[N:14][C:15]([C:18]([F:21])([F:20])[F:19])=[CH:16][CH:17]=3)[N:10]=[C:4]2[C:3]=1[C:24]1[CH:29]=[CH:28][N:27]=[CH:26][CH:25]=1.[F:30][C:31]([F:42])([F:41])[C:32]1[CH:37]=[CH:36][C:35](B(O)O)=[CH:34][CH:33]=1.C(=O)([O-])[O-].[Na+].[Na+]>C1(C)C=CC=CC=1.C1C=CC([P]([Pd]([P](C2C=CC=CC=2)(C2C=CC=CC=2)C2C=CC=CC=2)([P](C2C=CC=CC=2)(C2C=CC=CC=2)C2C=CC=CC=2)[P](C2C=CC=CC=2)(C2C=CC=CC=2)C2C=CC=CC=2)(C2C=CC=CC=2)C2C=CC=CC=2)=CC=1>[CH3:22][C:13]1[C:12]([CH2:11][N:9]2[C:8](=[O:23])[N:5]3[CH:6]=[CH:7][C:2]([C:35]4[CH:36]=[CH:37][C:32]([C:31]([F:42])([F:41])[F:30])=[CH:33][CH:34]=4)=[C:3]([C:24]4[CH:29]=[CH:28][N:27]=[CH:26][CH:25]=4)[C:4]3=[N:10]2)=[CH:17][CH:16]=[C:15]([C:18]([F:21])([F:20])[F:19])[N:14]=1 |f:2.3.4,^1:59,61,80,99|. Procedure: To a suspension of 7-chloro-2-((2-methyl-6-(trifluoromethyl)pyridin-3-yl)methyl)-8-(pyridin-4-yl)-[1,2,4]triazolo[4,3-a]pyridin-3(2H)-one (72 mg, 0.17 mmol), 4-trifluoromethylphenylboronic acid (65 mg, 0.34 mmol), and 2.0 M aqueous sodium carbonate (0.37 mL) in toluene (1.5 mL) was added (Ph3P)4Pd (30 mg, 0.025 mmol) in one portion, and the resulting yellow mixture was vigorously stirred under argon at 100° C. for 1.5 h. After cooling to room temperature, the reaction mixture was partitioned bet... The product is CC1=C(C(=CC=C1)C)N1C(=O)NC(=O)C=C1 (1-(2,6-dimethylphenyl)uracil). Procedure details: A mixture of 5-cyano-1-(2,6-dimethylphenyl)uracil (0.01 mol) and 30 ml of 48% HBr is heated at reflux for about 10 hours. After cooling, the solid product is collected by filtering, washed with water and dried to yield 1-(2,6-dimethylphenyl)uracil. Solvent: Br (HBr). RXN SMILES: C([C:3]1[C:4](=[O:18])[NH:5][C:6](=[O:17])[N:7]([C:9]2[C:14]([CH3:15])=[CH:13][CH:12]=[CH:11][C:10]=2[CH3:16])[CH:8]=1)#N>Br>[CH3:16][C:10]1[CH:11]=[CH:12][CH:13]=[C:14]([CH3:15])[C:9]=1[N:7]1[CH:8]=[CH:3][C:4](=[O:18])[NH:5][C:6]1=[O:17]. Starting materials: C(#N)C=1C(NC(N(C1)C1=C(C=CC=C1C)C)=O)=O (5-cyano-1-(2,6-dimethylphenyl)uracil). Reactants: FC1=CC=C2C(=CN(C2=C1)C)CCN (2-(6-fluoro-1-methyl-1H-indol-3-yl)ethylamine), CN1C(CCC1)=O (1-methyl-2-pyrrolidinone), C(CC)OC=1C=C(C=O)C=CC1 (3-propyloxybenzaldehyde), [BH4-].[Na+] (sodium borohydride), CN1C(CCC1)=O (1-methyl-2-pyrrolidinone). Solvent: C(C)(=O)O.CO (acetic acid methanol), ClCCl (dichloromethane). Conditions: time 8 hour. The product is FC1=CC=C2C(=CN(C2=C1)C)CCN(C)CC1=CC(=CC=C1)OCCC (N-(2-(6-Fluoro-1-methyl-1H-indol-3-yl)ethyl)-N-methyl-3-propoxybenzylamine). Reaction SMILES: [F:1][C:2]1[CH:10]=[C:9]2[C:5]([C:6]([CH2:12][CH2:13][NH2:14])=[CH:7][N:8]2[CH3:11])=[CH:4][CH:3]=1.[CH2:15]([O:18][C:19]1[CH:20]=[C:21]([CH:24]=[CH:25][CH:26]=1)[CH:22]=O)[CH2:16][CH3:17].[BH4-].[Na+].[CH3:29]N1CCCC1=O>ClCCl.C(O)(=O)C.CO>[F:1][C:2]1[CH:10]=[C:9]2[C:5]([C:6]([CH2:12][CH2:13][N:14]([CH2:22][C:21]3[CH:24]=[CH:25][CH:26]=[C:19]([O:18][CH2:15][CH2:16][CH3:17])[CH:20]=3)[CH3:29])=[CH:7][N:8]2[CH3:11])=[CH:4][CH:3]=1 |f:2.3,6.7|. Procedure: Combine N-methyl-N-(2-(6-fluoro-1-methyl-1H-indol-3-yl)ethylamine (0.2 mmol) in 1-methyl-2-pyrrolidinone (0.5 mL) and 3-propyloxybenzaldehyde (0.32 mmol) in dichloromethane (1 mL) and rotate. After overnight rotation, add sodium borohydride (1.0 mmol) as a stock solution in 1-methyl-2-pyrrolidinone (0.5 mL) and rotate. After rotation for 3 h, dilute the reaction mixture with 1 mL of 10% acetic acid/methanol, and directly apply the resulting solution to a 2 g SCX column. After thoroughly washing ...